This data is from the Open Reaction Database (ORD), a public repository of structured organic reaction records. The task is: describe an organic reaction: reactants, conditions, products, and yield The reactants are C(=O)(O)CCC1=CC=C(C(=O)N2CCC(CC2)N2C(=O)CCC3=CC=CC=C23)C=C1 (1-{1-[4-(2-Carboxyethyl)benzoyl]-4-piperidinyl}-3,4-dihydrocarbostyril), CO (methanol), S(=O)(Cl)Cl (thionyl chloride). Reaction conditions: time 8 hour. Yields the product COC(=O)CCC1=CC=C(C(=O)N2CCC(CC2)N2C(=O)CCC3=CC=CC=C23)C=C1 (1-{1-[4-(2-methoxycarbonylethyl)benzoyl]-4-piperidinyl}-3,4-dihyrocarbostyril). Reaction SMILES: [C:1]([CH2:4][CH2:5][C:6]1[CH:30]=[CH:29][C:9]([C:10]([N:12]2[CH2:17][CH2:16][CH:15]([N:18]3[C:28]4[C:23](=[CH:24][CH:25]=[CH:26][CH:27]=4)[CH2:22][CH2:21][C:19]3=[O:20])[CH2:14][CH2:13]2)=[O:11])=[CH:8][CH:7]=1)([OH:3])=[O:2].S(Cl)(Cl)=O.[CH3:35]O>>[CH3:35][O:2][C:1]([CH2:4][CH2:5][C:6]1[CH:30]=[CH:29][C:9]([C:10]([N:12]2[CH2:17][CH2:16][CH:15]([N:18]3[C:28]4[C:23](=[CH:24][CH:25]=[CH:26][CH:27]=4)[CH2:22][CH2:21][C:19]3=[O:20])[CH2:14][CH2:13]2)=[O:11])=[CH:8][CH:7]=1)=[O:3]. Procedure: 1-{1-[4-(2-Carboxyethyl)benzoyl]-4-piperidinyl}-3,4-dihydrocarbostyril (2 g) is dissolved in methanol (50 ml) and thereto is added dropwise thionyl chloride (1.1 ml) under ice cooling. After adding, the mixture is stirred at 0°-5° C. for 1 hour and further at room temperature overnight. The solvent is concentrated and the resulting residue is purified by silica gel column chromatography (solvent: n-hexane:ethyl acetate=1:1) and recrystallized from n-hexane to give 1-{1-[4-(2-methoxycarbonylethyl... Reactants: N([C@@H](CC1=CC=CC=C1)C(=O)N([C@@H](C(C)C)C(=O)N[C@@H](CC1=CC(=C(C=C1)O)C(C)(C)C)C(=O)N)C)C(=O)OC(C)(C)C (Boc-Phe-N-Me-Val-Tyr(3-tBu)-NH2). Run in C(=O)(C(F)(F)F)O (TFA). Yields the product N[C@@H](CC1=CC=CC=C1)C(=O)N([C@@H](C(C)C)C(=O)N[C@@H](CC1=CC(=C(C=C1)O)C(C)(C)C)C(=O)N)C (Phe-N-Me-Val-Tyr(3-tBu)-NH2). RXN SMILES: [NH:1](C(OC(C)(C)C)=O)[C@H:2]([C:10]([N:12]([CH3:36])[C@H:13]([C:17]([NH:19][C@H:20]([C:33]([NH2:35])=[O:34])[CH2:21][C:22]1[CH:27]=[CH:26][C:25]([OH:28])=[C:24]([C:29]([CH3:32])([CH3:31])[CH3:30])[CH:23]=1)=[O:18])[CH:14]([CH3:16])[CH3:15])=[O:11])[CH2:3][C:4]1[CH:9]=[CH:8][CH:7]=[CH:6][CH:5]=1>C(O)(C(F)(F)F)=O>[NH2:1][C@H:2]([C:10]([N:12]([CH3:36])[C@H:13]([C:17]([NH:19][C@H:20]([C:33]([NH2:35])=[O:34])[CH2:21][C:22]1[CH:27]=[CH:26][C:25]([OH:28])=[C:24]([C:29]([CH3:30])([CH3:31])[CH3:32])[CH:23]=1)=[O:18])[CH:14]([CH3:15])[CH3:16])=[O:11])[CH2:3][C:4]1[CH:5]=[CH:6][CH:7]=[CH:8][CH:9]=1. Procedure details: A solution of 380 mg (0.638 mmol) of Boc-Phe-N-Me-Val-Tyr(3-tBu)-NH2 in 15 ml of TFA was stirred at room temperature for one hour and a half. The reaction solution was concentrated under reduced pressure and the resulting residue was diluted with ethyl acetate and washed first with saturated aqueous NaHCO3, then with saturated brine. The organic layer was dried with anhydrous sodium sulfate and concentrated under reduced pressure; thereafter, the resulting residue was subjected to silica gel col... Starting materials: ClC=1C(=NC=CC1)OC1CCOCC1 (3-Chloro-2-(tetrahydro-2H-pyran-4-yloxy)pyridine), B1(OC(C(O1)(C)C)(C)C)B2OC(C(O2)(C)C)(C)C (bis(pinacolato)diboron), aqueous solution, S(=S)(=O)([O-])[O-].[Na+].[Na+] (sodium thiosulfate), C(C)(=O)OO (Peracetic acid), (1,5-cyclooctadiene)(methoxy)lridium(I). Run in CCCCCCC (heptane), O (water), C(C)(=O)O (acetic acid), O (water). Conditions: time 18 hour. Yields the product ClC=1C=C(C=NC1OC1CCOCC1)O (5-Chloro-6-(tetrahydro-2H-pyran-4-yloxy)pyridin-3-ol). The yield is 32.1%. RXN SMILES: [Cl:1][C:2]1[C:3]([O:8][CH:9]2[CH2:14][CH2:13][O:12][CH2:11][CH2:10]2)=[N:4][CH:5]=[CH:6][CH:7]=1.B1(B2OC(C)(C)C(C)(C)O2)OC(C)(C)C(C)(C)[O:16]1.C(OO)(=O)C.S([O-])([O-])(=O)=S.[Na+].[Na+]>CCCCCCC.O.C(O)(=O)C>[Cl:1][C:2]1[CH:7]=[C:6]([OH:16])[CH:5]=[N:4][C:3]=1[O:8][CH:9]1[CH2:14][CH2:13][O:12][CH2:11][CH2:10]1 |f:3.4.5|. Procedure details: 3-Chloro-2-(tetrahydro-2H-pyran-4-yloxy)pyridine (Preparation 25, 1.40 g, 6.55 mmol) and bis(pinacolato)diboron (6.65 g, 13.11 mmol) were dissolved in heptane (30 mL) and degassed five times with nitrogen. Di-tert-butyldipyridyl (0.017 mg, 0.066 mmol) was added, followed by (1,5-cyclooctadiene)(methoxy)lridium(I) dimer (0.022 mg, 0.033 mmol). The mixture was again degassed five times with nitrogen and stirred at room temperature for 18 hours. The reaction was quenched by slow addition of methano...